Task: describe an organic reaction: reactants, conditions, products, and yield. Dataset: the Open Reaction Database (ORD), a public repository of structured organic reaction records Reactants: [Li]CCCC (n-BuLi), Cl (HCl), COC(C[C@@H](CC(=O)O)C)=O ((R)-5-methoxy-3-methyl-5-oxopentanoic acid), ClC(=O)OC (methyl chloroformate). Solvent: C1CCOC1 (THF). Run at temperature -78 celsius. Yields the product COC(C([C@@H](CC(=O)O)C)C(=O)OC)=O ((R)-5-methoxy-4-(methoxycarbonyl)-3-methyl-5-oxopentanoic acid). Isolated yield 99.7%. RXN SMILES: [Li]CCCC.[CH3:6][O:7][C:8](=[O:16])[CH2:9][C@H:10]([CH3:15])[CH2:11][C:12]([OH:14])=[O:13].Cl[C:18]([O:20][CH3:21])=[O:19].Cl>C1COCC1>[CH3:6][O:7][C:8](=[O:16])[CH:9]([C:18]([O:20][CH3:21])=[O:19])[C@H:10]([CH3:15])[CH2:11][C:12]([OH:14])=[O:13]. Procedure: To a 250 mL round-bottomed flask equipped with a stirbar and purged with nitrogen, was added 30 mL anhydrous THF followed by DIPA (2.21 g, 3.5 eq, 21.85 mmol). The mixture was cooled to −78° C. with stirring, n-BuLi (2.5 M, 3.3 eq, Aldrich) was then added dropwise, and the reaction was stirred for 10 min. To the flask was slowly added (R)-5-methoxy-3-methyl-5-oxopentanoic acid (1 g, 6.25 mmol, in 10.0 mL THF, Sumitomo) over about 2 min. After 30 min stirring at −78° C., a solution of methyl chlo... Starting materials: resultant suspension, O (water), resultant mixture, C(=O)(OC(C)(C)C)NC(=N)NC(=O)OC(C)(C)C (bis-Boc-guanidine). Run in 2-Me THF, CC(C)(C)OC (MTBE). Conditions: temperature 57.5 celsius. The product is C(C)(C)(C)OC(=O)NC(=N)N (N-(t-butyloxycarbonyl)-guanidine). RXN SMILES: O.[C:2]([NH:9][C:10]([NH:12]C(OC(C)(C)C)=O)=[NH:11])([O:4][C:5]([CH3:8])([CH3:7])[CH3:6])=[O:3]>CC(OC)(C)C>[C:5]([O:4][C:2]([NH:9][C:10]([NH2:12])=[NH:11])=[O:3])([CH3:8])([CH3:6])[CH3:7]. Procedure: After addition of water (200.00 g) the resultant mixture was evaporated to yield a solid comprising the crude product together with inorganic salts and a small amount of bis-Boc-guanidine. The solids were suspended in 2-Me-THF (344.00 g), the suspension was stirred and heated to reflux and maintained at reflux for about 1 h. The suspension was then cooled to about 55-60° C. and filtered warm to remove the inorganic salts. Evaporation of the 2-MeTHF yielded a solid. This solid was re-suspended in...